Dataset: the Open Reaction Database (ORD), a public repository of structured organic reaction records. Task: describe an organic reaction: reactants, conditions, products, and yield Starting materials: O=C1CCC(=O)N1Br, O=C(OOC(=O)c1ccccc1)c1ccccc1, Cc1ccc(C(=O)c2ccc(Cl)cc2)c(Cl)c1, c1ccccc1. Product: O=C(c1ccc(Cl)cc1)c1ccc(CBr)cc1Cl. RXN SMILES: [Br:36][N:37]1[C:38](=[O:39])[CH2:40][CH2:41][C:42]1=[O:43].[C:18]([O:19][O:20][C:21](=[O:22])[c:23]1[cH:24][cH:25][cH:26][cH:27][cH:28]1)(=[O:29])[c:30]1[cH:31][cH:32][cH:33][cH:34][cH:35]1.[Cl:1][c:2]1[cH:3][cH:4][c:5]([C:6](=[O:7])[c:8]2[c:9]([Cl:15])[cH:10][c:11]([CH3:14])[cH:12][cH:13]2)[cH:16][cH:17]1.[cH:44]1[cH:45][cH:46][cH:47][cH:48][cH:49]1>>[Cl:1][c:2]1[cH:3][cH:4][c:5]([C:6](=[O:7])[c:8]2[c:9]([Cl:15])[cH:10][c:11]([CH2:14][Br:36])[cH:12][cH:13]2)[cH:16][cH:17]1.